The task is: describe an organic reaction: reactants, conditions, products, and yield. This data is from the Open Reaction Database (ORD), a public repository of structured organic reaction records. Starting materials: ClC1=NC2=CC(=CC(=C2C(=C1C)Cl)F)F (2,4-dichloro-5,7-difluoro-3-methylquinoline), [Cl-].[NH4+] (ammonium chloride), [Br-].C(C1=CC=CC=C1)[Zn+] (benzylzinc(II) bromide). Yield: 51.0%. RXN SMILES: Cl[C:2]1[C:11]([CH3:12])=[C:10]([Cl:13])[C:9]2[C:4](=[CH:5][C:6]([F:15])=[CH:7][C:8]=2[F:14])[N:3]=1.[Br-].[CH2:17]([Zn+])[C:18]1[CH:23]=[CH:22][CH:21]=[CH:20][CH:19]=1.[Cl-].[NH4+]>C1C=CC([P]([Pd]([P](C2C=CC=CC=2)(C2C=CC=CC=2)C2C=CC=CC=2)([P](C2C=CC=CC=2)(C2C=CC=CC=2)C2C=CC=CC=2)[P](C2C=CC=CC=2)(C2C=CC=CC=2)C2C=CC=CC=2)(C2C=CC=CC=2)C2C=CC=CC=2)=CC=1.C1COCC1>[CH2:17]([C:2]1[C:11]([CH3:12])=[C:10]([Cl:13])[C:9]2[C:4](=[CH:5][C:6]([F:15])=[CH:7][C:8]=2[F:14])[N:3]=1)[C:18]1[CH:23]=[CH:22][CH:21]=[CH:20][CH:19]=1 |f:1.2,3.4,^1:30,32,51,70|. The solvent is C1CCOC1 (THF). Run at temperature 60 celsius, time 2 hour. Reported procedure: A screw cap vial was sequentially charged with 2,4-dichloro-5,7-difluoro-3-methylquinoline (250 mg, 1.00 mmol), tetrakis(triphenylphosphine)palladium(0) (116 mg, 0.10 mmol), and dry THF (2.52 mL). The mixture was then sparged with N2 prior to the addition of benzylzinc(II) bromide (0.5M in THF, 2.12 mL, 1.06 mmol). The reaction was stirred under N2 at 60° C. for 2 h. The reaction was then cooled to rt, slowly poured over satd aq. ammonium chloride and ice, and extracted with EtOAc. The organic l... Product: C(C1=CC=CC=C1)C1=NC2=CC(=CC(=C2C(=C1C)Cl)F)F (2-benzyl-4-chloro-5,7-difluoro-3-methylquinoline). Reagents/catalysts: C=1C=CC(=CC1)[P](C=2C=CC=CC2)(C=3C=CC=CC3)[Pd]([P](C=4C=CC=CC4)(C=5C=CC=CC5)C=6C=CC=CC6)([P](C=7C=CC=CC7)(C=8C=CC=CC8)C=9C=CC=CC9)[P](C=1C=CC=CC1)(C=1C=CC=CC1)C=1C=CC=CC1 (tetrakis(triphenylphosphine)palladium(0)). Reactants: CC=1N=C(NC(C1C(=O)OCC)C1=CC(=CC=C1)C(F)(F)F)C1=CC=CC=C1 (ethyl 1,6-dihydro-4-methyl-2-phenyl-6-(3-trifluoromethylphenyl)-5-pyrimidinecarboxylate). Reagents/catalysts: [O-2].[O-2].[Mn+4] (manganese dioxide). Run in C(C)(=O)OCC (ethyl acetate). The product is CC1=C(C(=NC(=N1)C1=CC=CC=C1)C1=CC(=CC=C1)C(F)(F)F)C(=O)OCC (ethyl 6-methyl-2-phenyl-4-(3-trifluoromethylphenyl)-5-pyrimidinecarboxylate). The yield is 3.8%. Reaction SMILES: [CH3:1][C:2]1[N:3]=[C:4]([C:23]2[CH:28]=[CH:27][CH:26]=[CH:25][CH:24]=2)[NH:5][CH:6]([C:13]2[CH:18]=[CH:17][CH:16]=[C:15]([C:19]([F:22])([F:21])[F:20])[CH:14]=2)[C:7]=1[C:8]([O:10][CH2:11][CH3:12])=[O:9]>C(OCC)(=O)C.[O-2].[O-2].[Mn+4]>[CH3:1][C:2]1[N:3]=[C:4]([C:23]2[CH:24]=[CH:25][CH:26]=[CH:27][CH:28]=2)[N:5]=[C:6]([C:13]2[CH:18]=[CH:17][CH:16]=[C:15]([C:19]([F:22])([F:21])[F:20])[CH:14]=2)[C:7]=1[C:8]([O:10][CH2:11][CH3:12])=[O:9] |f:2.3.4|. Procedure: To a solution of ethyl 1,6-dihydro-4-methyl-2-phenyl-6-(3-trifluoromethylphenyl)-5-pyrimidinecarboxylate (12 g) in ethyl acetate (240 ml) was added activated manganese dioxide (48 g) and the mixture was refluxed for 2.5 hours with stirring vigorously. After allowing to cool, manganese dioxide was filtered off. The filtrate was evaporated in vacuo and the residual precipitate was recrystallized from pet ether. The crystal was filtered off and dried in vacuo to give ethyl 6-methyl-2-phenyl-4-(3-tr... The reactants are C(C1=CC=CC=C1)N1CCC(CC1)=O (1-benzyl-4-piperidone), C(CCC)[Li] (butyllithium), Cl.C(C1=CC=CC=C1)=C1CCNCC1 (4-benzylidenepiperidine hydrochloride). Reagents/catalysts: [Cl-].C(C1=CC=CC=C1)[P+](C1=CC=CC=C1)(C1=CC=CC=C1)C1=CC=CC=C1 (benzyltriphenylphosphonium chloride). Solvent: O1CCCC1 (tetrahydrofurane), O1CCCC1 (tetrahydrofurane). Reaction conditions: time 1 hour. The product is C(C1=CC=CC=C1)N1CCC(CC1)=CC1=CC=CC=C1 (1-benzyl-4-benzylidenepiperidine). RXN SMILES: Cl.[CH:2](=[C:9]1[CH2:14][CH2:13][NH:12][CH2:11][CH2:10]1)[C:3]1[CH:8]=[CH:7][CH:6]=[CH:5][CH:4]=1.C([Li])CCC.[CH2:20](N1CCC(=O)CC1)[C:21]1[CH:26]=[CH:25][CH:24]=[CH:23][CH:22]=1>[Cl-].C([P+](C1C=CC=CC=1)(C1C=CC=CC=1)C1C=CC=CC=1)C1C=CC=CC=1.O1CCCC1>[CH2:20]([N:12]1[CH2:13][CH2:14][C:9](=[CH:2][C:3]2[CH:8]=[CH:7][CH:6]=[CH:5][CH:4]=2)[CH2:10][CH2:11]1)[C:21]1[CH:26]=[CH:25][CH:24]=[CH:23][CH:22]=1 |f:0.1,4.5|. Procedure: Synthesis of 4-benzylidenepiperidine hydrochloride (1) In a stream of argon, 49.0 g (126 mmol) of benzyltriphenylphosphonium chloride was suspended in 100 ml of anhydrous tetrahydrofurane, and thereto 86 ml of butyllithium was added dropwise under cooling with ice. After stirring the mixture at room temperature for 1 hour, thereto was added dropwise a solution of 1-benzyl-4-piperidone in anhydrous tetrahydrofurane under cooling with ice and the obtained mixture was refluxed with heating for 15 h... Starting materials: O=C([O-])[O-], CCOC(=O)C(C)(Cc1ccc(O)cc1)Oc1ccccc1F, COc1ccc(CN2CC(CCOS(=O)(=O)c3ccc(C)cc3)N(C)C2=O)cc1, CCOC(C)=O, [Cs+], [Cs+], CN(C)C=O. Yields the product CCOC(=O)C(C)(Cc1ccc(OCCC2CN(Cc3ccc(OC)cc3)C(=O)N2C)cc1)Oc1ccccc1F. As a reaction SMILES: [C:1](=[O:2])([O-:3])[O-:4].[CH2:7]([CH3:8])[O:9][C:10]([C:11]([CH2:12][c:13]1[cH:14][cH:15][c:16]([OH:19])[cH:17][cH:18]1)([CH3:20])[O:21][c:22]1[c:23]([F:28])[cH:24][cH:25][cH:26][cH:27]1)=[O:29].[CH3:30][O:31][c:32]1[cH:33][cH:34][c:35]([CH2:36][N:37]2[C:38](=[O:56])[N:39]([CH3:55])[CH:40]([CH2:42][CH2:43][O:44][S:45]([c:46]3[cH:47][cH:48][c:49]([CH3:50])[cH:51][cH:52]3)(=[O:53])=[O:54])[CH2:41]2)[cH:57][cH:58]1.[CH3:64][CH2:65][O:66][C:67](=[O:68])[CH3:69].[Cs+:5].[Cs+:6].[O:59]=[CH:60][N:61]([CH3:62])[CH3:63]>>[CH2:7]([CH3:8])[O:9][C:10]([C:11]([CH2:12][c:13]1[cH:14][cH:15][c:16]([O:19][CH2:43][CH2:42][CH:40]2[N:39]([CH3:55])[C:38](=[O:56])[N:37]([CH2:36][c:35]3[cH:34][cH:33][c:32]([O:31][CH3:30])[cH:58][cH:57]3)[CH2:41]2)[cH:17][cH:18]1)([CH3:20])[O:21][c:22]1[c:23]([F:28])[cH:24][cH:25][cH:26][cH:27]1)=[O:29]. Starting materials: CCOC(C)=O, CCN(C(C)C)C(C)C, O=C(OCCCCCCCCCCc1ccccc1)c1csc(SCCN2C(=O)CCC2CO)n1, O=S(=O)=O, c1ccncc1. Product: O=CC1CCC(=O)N1CCSc1nc(C(=O)OCCCCCCCCCCc2ccccc2)cs1. Reaction SMILES: [CH3:55][CH2:56][O:57][C:58](=[O:59])[CH3:60].[CH:36]([N:37]([CH:38]([CH3:39])[CH3:40])[CH2:41][CH3:42])([CH3:43])[CH3:44].[OH:1][CH2:2][CH:3]1[N:4]([CH2:9][CH2:10][S:11][c:12]2[s:13][cH:14][c:15]([C:17](=[O:18])[O:19][CH2:20][CH2:21][CH2:22][CH2:23][CH2:24][CH2:25][CH2:26][CH2:27][CH2:28][CH2:29][c:30]3[cH:31][cH:32][cH:33][cH:34][cH:35]3)[n:16]2)[C:5](=[O:8])[CH2:6][CH2:7]1.[S:51](=[O:52])(=[O:53])=[O:54].[n:45]1[cH:46][cH:47][cH:48][cH:49][cH:50]1>>[O:1]=[CH:2][CH:3]1[N:4]([CH2:9][CH2:10][S:11][c:12]2[s:13][cH:14][c:15]([C:17](=[O:18])[O:19][CH2:20][CH2:21][CH2:22][CH2:23][CH2:24][CH2:25][CH2:26][CH2:27][CH2:28][CH2:29][c:30]3[cH:31][cH:32][cH:33][cH:34][cH:35]3)[n:16]2)[C:5](=[O:8])[CH2:6][CH2:7]1. Starting materials: CC[O-], CCO, CCOC=O, Cl, [Na+], CC(=O)Nc1cccc(C(=O)c2ccc3c(c2)CC(=O)N3)c1. Product: CC(=O)Nc1cccc(C(=O)c2ccc3c(c2)C(=CO)C(=O)N3)c1. Reaction SMILES: [CH3:29][CH2:30][O-:31].[CH3:33][CH2:34][OH:35].[CH:23](=[O:24])[O:25][CH2:26][CH3:27].[ClH:32].[Na+:28].[O:1]=[C:2]1[NH:3][c:4]2[cH:5][cH:6][c:7]([C:11](=[O:12])[c:13]3[cH:14][c:15]([NH:19][C:20]([CH3:21])=[O:22])[cH:16][cH:17][cH:18]3)[cH:8][c:9]2[CH2:10]1>>[O:1]=[C:2]1[NH:3][c:4]2[cH:5][cH:6][c:7]([C:11](=[O:12])[c:13]3[cH:14][c:15]([NH:19][C:20]([CH3:21])=[O:22])[cH:16][cH:17][cH:18]3)[cH:8][c:9]2[C:10]1=[CH:23][OH:24]. Starting materials: ClS(=O)(=O)O (Chlorosulfonic acid), C(C)(=O)N1CCC2=C(C(C1)C1=CC=CC=C1)C=C(C=C2)OC (3-acetyl-8-methoxy-1-phenyl-2,3,4,5-tetrahydro-1H-3-benzazepine). The solvent is C(Cl)Cl (methylene chloride), C(Cl)Cl (methylene chloride). The product is C(C)(=O)N1CCC2=C(C(C1)C1=CC=CC=C1)C=C(C(=C2)S(=O)(=O)Cl)OC (3-acetyl 7-chlorosulfonyl-8-methoxy-1-phenyl-2,3,4,5-tetrahydro-1H-3-benzazepine). RXN SMILES: [Cl:1][S:2]([OH:5])(=O)=[O:3].[C:6]([N:9]1[CH2:15][CH:14]([C:16]2[CH:21]=[CH:20][CH:19]=[CH:18][CH:17]=2)[C:13]2[CH:22]=[C:23]([O:26][CH3:27])[CH:24]=[CH:25][C:12]=2[CH2:11][CH2:10]1)(=[O:8])[CH3:7]>C(Cl)Cl>[C:6]([N:9]1[CH2:15][CH:14]([C:16]2[CH:21]=[CH:20][CH:19]=[CH:18][CH:17]=2)[C:13]2[CH:22]=[C:23]([O:26][CH3:27])[C:24]([S:2]([Cl:1])(=[O:5])=[O:3])=[CH:25][C:12]=2[CH2:11][CH2:10]1)(=[O:8])[CH3:7]. Reported procedure: Chlorosulfonic acid (2.3 g, 0.02 m) dissolved in methylene chloride (50 ml) was added slowly to a solution of 3-acetyl-8-methoxy-1-phenyl-2,3,4,5-tetrahydro-1H-3-benzazepine (2.95 g, 0.01 m) in methylene chloride (100 ml) stirred at -20°. The mixture was stirred at -20° for thirty minutes, and allowed to warm to 25°. The methylene chloride was decanted and the insoluble residue was treated with excess thionyl chloride in chloroform, heated to reflux, cooled and poured into ice water. The mixture...